From a dataset of the Open Reaction Database (ORD), a public repository of structured organic reaction records. describe an organic reaction: reactants, conditions, products, and yield Starting materials: N#Cc1cc(Br)cc2ccccc12, O=C([O-])[O-], CCOC(=O)c1cc[nH]n1, CNC1CCCCC1NC, Cc1ccccc1, CCOC(C)=O, I[Cu]I, [K+], [K+]. Yields the product CCOC(=O)c1ccn(-c2cc(C#N)c3ccccc3c2)n1. RXN SMILES: [Br:11][c:12]1[cH:13][c:14]([C:22]#[N:23])[c:15]2[cH:16][cH:17][cH:18][cH:19][c:20]2[cH:21]1.[C:34](=[O:35])([O-:36])[O-:37].[CH2:1]([CH3:2])[O:3][C:4](=[O:5])[c:6]1[n:7][nH:8][cH:9][cH:10]1.[CH3:24][NH:25][CH:26]1[CH2:27][CH2:28][CH2:29][CH2:30][CH:31]1[NH:32][CH3:33].[CH3:40][c:41]1[cH:42][cH:43][cH:44][cH:45][cH:46]1.[CH3:50][CH2:51][O:52][C:53](=[O:54])[CH3:55].[Cu:47]([I:48])[I:49].[K+:38].[K+:39]>>[CH2:1]([CH3:2])[O:3][C:4](=[O:5])[c:6]1[n:7][n:8](-[c:12]2[cH:13][c:14]([C:22]#[N:23])[c:15]3[cH:16][cH:17][cH:18][cH:19][c:20]3[cH:21]2)[cH:9][cH:10]1.